Task: describe an organic reaction: reactants, conditions, products, and yield. Dataset: the Open Reaction Database (ORD), a public repository of structured organic reaction records Reactants: CCOC(C)=O, [Cl-], Cc1nc(-c2cccc(F)c2)ncc1C(=O)O, [K+], [K+], O=C([O-])[O-], O, Nn1ccc2cccnc21. The product is Cc1nc(-c2cccc(F)c2)ncc1C(=O)Nn1ccc2cccnc21. Reaction SMILES: [CH3:35][CH2:36][O:37][C:38]([CH3:39])=[O:40].[Cl-:1].[F:2][c:3]1[cH:4][c:5](-[c:9]2[n:10][cH:11][c:12]([C:16](=[O:17])[OH:18])[c:13]([CH3:15])[n:14]2)[cH:6][cH:7][cH:8]1.[K+:29].[K+:30].[O-:31][C:32]([O-:33])=[O:34].[OH2:41].[n:19]1([NH2:28])[cH:20][cH:21][c:22]2[c:23]1[n:24][cH:25][cH:26][cH:27]2>>[F:2][c:3]1[cH:4][c:5](-[c:9]2[n:10][cH:11][c:12]([C:16](=[O:18])[NH:28][n:19]3[cH:20][cH:21][c:22]4[c:23]3[n:24][cH:25][cH:26][cH:27]4)[c:13]([CH3:15])[n:14]2)[cH:6][cH:7][cH:8]1.